Task: describe an organic reaction: reactants, conditions, products, and yield. Dataset: the Open Reaction Database (ORD), a public repository of structured organic reaction records Reactants: [Mg] (magnesium), COC([C@@H]1N(C(CC1)=O)C(=O)OC(C)(C)C)=O (N-Boc-D-pyroglutamic acid methyl ester), BrC1=CC(=CC=C1)F (1-bromo-3-fluorobenzene), [Mg] (magnesium), II (iodine). Run in C1CCOC1 (THF), C1CCOC1 (THF). Run at temperature 0 celsius, time 1 hour. Yields the product COC([C@@H](CCC(=O)C1=CC(=CC=C1)F)NC(=O)OC(C)(C)C)=O ((2R)-2-tert-butoxycarbonylamino-5-(3-fluoro-phenyl)-5-oxo-pentanoic acid methyl ester). Yield: 50.9%. Reaction SMILES: Br[C:2]1[CH:7]=[CH:6][CH:5]=[C:4]([F:8])[CH:3]=1.[Mg].II.[CH3:12][O:13][C:14](=[O:28])[C@H:15]1[CH2:19][CH2:18][C:17](=[O:20])[N:16]1[C:21]([O:23][C:24]([CH3:27])([CH3:26])[CH3:25])=[O:22]>C1COCC1>[CH3:12][O:13][C:14](=[O:28])[C@H:15]([NH:16][C:21]([O:23][C:24]([CH3:26])([CH3:25])[CH3:27])=[O:22])[CH2:19][CH2:18][C:17]([C:2]1[CH:7]=[CH:6][CH:5]=[C:4]([F:8])[CH:3]=1)=[O:20]. Procedure: To a mixture of 1-bromo-3-fluorobenzene (0.79 g, 4.5 mmol) and magnesium turnings (0.12 g, 5.0 mmol) in anhydrous THF (8 mL) was added a small piece of iodine. The mixture was heated at reflux for 2 hr and no magnesium turnings left. The solution was cooled to 0° C. and transferred into a stirred solution of N-Boc-D-pyroglutamic acid methyl ester (0.80 g, 3.3 mmol) in anhydrous THF (4 mL) at −40° C. under argon atmosphere. After stirring at −40° C. for 1 hr and then at 0° C. for 1 hr, the reacti... Starting materials: FC1=CC=C(C(=O)NC2=CC(N(C=C2)CC2=CC(=CC=C2)F)=O)C=C1 (4-fluoro-N-[1-(3-fluorobenzyl)-2-oxo-1,2-dihydropyridin-4-yl]benzamide), C1CC(=O)N(C1=O)Br (NBS). Solvent: C(C)#N (acetonitrile). Conditions: time 1.5 hour. Yields the product BrC=1C(N(C=CC1NC(C1=CC=C(C=C1)F)=O)CC1=CC(=CC=C1)F)=O (N-[3-bromo-1-(3-fluorobenzyl)-2-oxo-1,2-dihydropyridin-4-yl]-4-fluorobenzamide). RXN SMILES: [F:1][C:2]1[CH:25]=[CH:24][C:5]([C:6]([NH:8][C:9]2[CH:14]=[CH:13][N:12]([CH2:15][C:16]3[CH:21]=[CH:20][CH:19]=[C:18]([F:22])[CH:17]=3)[C:11](=[O:23])[CH:10]=2)=[O:7])=[CH:4][CH:3]=1.C1C(=O)N([Br:33])C(=O)C1>C(#N)C>[Br:33][C:10]1[C:11](=[O:23])[N:12]([CH2:15][C:16]2[CH:21]=[CH:20][CH:19]=[C:18]([F:22])[CH:17]=2)[CH:13]=[CH:14][C:9]=1[NH:8][C:6](=[O:7])[C:5]1[CH:4]=[CH:3][C:2]([F:1])=[CH:25][CH:24]=1. Procedure details: To a mixture of 4-fluoro-N-[1-(3-fluorobenzyl)-2-oxo-1,2-dihydropyridin-4-yl]benzamide (0.305 g, 0.89 mmol) in acetonitrile (7 mL) was added NBS (0.159 g, 0.89 mmol). The reaction mixture stirred at room temperature for 1.5 hours. The filtrate was removed under reduced pressure and the residue was purified by flash column chromatography (ethyl acetate/hexane 1:1 v/v). The fractions were concentrated. 1H-NMR (CD3OD, 400 MHz) δ 8.03 (m, 2H), 7.79 (d, 1H, J=7.6 Hz), 7.47 (d, 1H, J=8.0 Hz), 7.28 (m,... Starting materials: O=[Cr](=O)([O-])O[Cr](=O)(=O)[O-], CN(C)C=O, O=C(O)CC(O)(CC(=O)O)C(=O)O, CC(C)(CO)CCOP(=O)(OCc1ccccc1)OCc1ccccc1, c1cc[nH+]cc1, c1cc[nH+]cc1. Yields the product CC(C)(CCOP(=O)(OCc1ccccc1)OCc1ccccc1)C(=O)O. RXN SMILES: [Cr:27](=[O:28])([O:29][Cr:30]([O-:31])(=[O:32])=[O:33])([O-:34])=[O:35].[O:61]=[CH:62][N:63]([CH3:64])[CH3:65].[OH:48][C:49]([CH2:50][C:51]([C:52](=[O:53])[OH:54])([CH2:55][C:56](=[O:57])[OH:58])[OH:59])=[O:60].[P:1](=[O:2])([O:3][CH2:4][c:5]1[cH:6][cH:7][cH:8][cH:9][cH:10]1)([O:11][CH2:12][c:13]1[cH:14][cH:15][cH:16][cH:17][cH:18]1)[O:19][CH2:20][CH2:21][C:22]([CH2:23][OH:24])([CH3:25])[CH3:26].[nH+:36]1[cH:37][cH:38][cH:39][cH:40][cH:41]1.[nH+:42]1[cH:43][cH:44][cH:45][cH:46][cH:47]1>>[P:1](=[O:2])([O:3][CH2:4][c:5]1[cH:6][cH:7][cH:8][cH:9][cH:10]1)([O:11][CH2:12][c:13]1[cH:14][cH:15][cH:16][cH:17][cH:18]1)[O:19][CH2:20][CH2:21][C:22]([C:23](=[O:24])[OH:28])([CH3:25])[CH3:26]. Starting materials: NC=1N=CC(=NC1C1=NN=C(N1)[C@@H]1CNCCC1)C=1C=C(C(=O)NCC2=CC=C(C=C2)Cl)C=CC1 (3-(5-amino-6-{5-[(3S)-piperidin-3-yl]-4H-1,2,4-triazol-3-yl}pyrazin-2-yl)-N-[(4-chlorophenyl)methyl]benzamide), Cl (HCl). The product is NC=1N=CC(=NC1C1=NN=C(N1)[C@@H]1CNCCC1)C=1C=C(C(=O)NCC2=CC(=CC=C2)Cl)C=CC1 (3-(5-amino-6-{5-[(3S)-piperidin-3-yl]-4H-1,2,4-triazol-3-yl}pyrazin-2-yl)-N-[(3-chlorophenyl)methyl]benzamide). As a reaction SMILES: [NH2:1][C:2]1[N:3]=[CH:4][C:5]([C:19]2[CH:20]=[C:21]([CH:33]=[CH:34][CH:35]=2)[C:22]([NH:24][CH2:25][C:26]2[CH:31]=[CH:30][C:29](Cl)=[CH:28][CH:27]=2)=[O:23])=[N:6][C:7]=1[C:8]1[NH:12][C:11]([C@H:13]2[CH2:18][CH2:17][CH2:16][NH:15][CH2:14]2)=[N:10][N:9]=1.[ClH:36]>>[NH2:1][C:2]1[N:3]=[CH:4][C:5]([C:19]2[CH:20]=[C:21]([CH:33]=[CH:34][CH:35]=2)[C:22]([NH:24][CH2:25][C:26]2[CH:27]=[CH:28][CH:29]=[C:30]([Cl:36])[CH:31]=2)=[O:23])=[N:6][C:7]=1[C:8]1[NH:12][C:11]([C@H:13]2[CH2:18][CH2:17][CH2:16][NH:15][CH2:14]2)=[N:10][N:9]=1. Reported procedure: 3-(5-amino-6-{5-[(3S)-piperidin-3-yl]-4H-1,2,4-triazol-3-yl}pyrazin-2-yl)-N-[(4-chlorophenyl)methyl]benzamide): 1H NMR (400 MHz; DMSO-d6): 9.3 (t, 1H); 8.9 (m, 2H); 8.67 (s, 1H); 8.4 (d, 1H); 7.8 (d, 1H); 7.7 (m, NH); 7.6 (t, 1H); 7.2 (m, 4H); 4.5 (d, 2H); 3.6 (d, 1H); 3.4-3.1 (m, 3H); 3.0 (m, 1H); 2.1 (m, 1H); 1.8 (m, 3H); MS (EI) for C25H25N8OCl HCl: 489 (MH+). Product: N1C(=NC=C1)CN1CC(CC1)N1N=C(C=2C1=NC=NC2N)C2=CC=C(C=C2)OC2=CC=CC=C2 (1-[1-(1H-2-imidazolylmethyl)tetrahydro-1H-3-pyrrolyl]-3-(4-phenoxyphenyl)-1H-pyrazolo[3,4-d]pyrimidin-4-amine). Reaction conditions: time 6 hour. Procedure: 3-(4-Phenoxyphenyl)-1-tetrahydro-1H-3-pyrrolyl-1H-pyrazolo[3,4-d]pyrimidin-4-amine (100 mg, 5.81 mmol), 1H-2-imidazolecarbaldehyde (77 mg, 0.806 mmol), sodium triacetoxyborohydride (113 mg, 0.537 mmol) and glacial acetic acid (48 mg, 0.806 mmol) were mixed with 1,2-dichloroethane (4 mL). The reaction mixture was stirred at room temperature for 6 hours and saturated sodium bicarbonate solution was added to adjust the pH to about 9. The aqueous layer was extracted with dichloromethane. The combine... RXN SMILES: [O:1]([C:8]1[CH:13]=[CH:12][C:11]([C:14]2[C:22]3[C:17](=[N:18][CH:19]=[N:20][C:21]=3[NH2:23])[N:16]([CH:24]3[CH2:28][CH2:27][NH:26][CH2:25]3)[N:15]=2)=[CH:10][CH:9]=1)[C:2]1[CH:7]=[CH:6][CH:5]=[CH:4][CH:3]=1.[NH:29]1[CH:33]=[CH:32][N:31]=[C:30]1[CH:34]=O.C(O[BH-](OC(=O)C)OC(=O)C)(=O)C.[Na+].C(O)(=O)C.C(=O)(O)[O-].[Na+]>ClCCCl>[NH:29]1[CH:33]=[CH:32][N:31]=[C:30]1[CH2:34][N:26]1[CH2:27][CH2:28][CH:24]([N:16]2[C:17]3=[N:18][CH:19]=[N:20][C:21]([NH2:23])=[C:22]3[C:14]([C:11]3[CH:10]=[CH:9][C:8]([O:1][C:2]4[CH:7]=[CH:6][CH:5]=[CH:4][CH:3]=4)=[CH:13][CH:12]=3)=[N:15]2)[CH2:25]1 |f:2.3,5.6|. Starting materials: O(C1=CC=CC=C1)C1=CC=C(C=C1)C1=NN(C2=NC=NC(=C21)N)C2CNCC2 (3-(4-Phenoxyphenyl)-1-tetrahydro-1H-3-pyrrolyl-1H-pyrazolo[3,4-d]pyrimidin-4-amine), N1C(=NC=C1)C=O (1H-2-imidazolecarbaldehyde), C(C)(=O)O[BH-](OC(C)=O)OC(C)=O.[Na+] (sodium triacetoxyborohydride), C(C)(=O)O (acetic acid), C([O-])(O)=O.[Na+] (sodium bicarbonate). Yield: 27.4%. The solvent is ClCCCl (1,2-dichloroethane). Procedure: A solution of 2.07 g of ethyl (2R,3S)-3-cyclopropyl-3-tert-butoxycarbonylamino-2-hydroxypropionate and 213 mg of pyridinium p-toluenesulfonate in 125 ml of toluene is refluxed under heating. To the mixture is added dropwise a solution of 2.76 g of p-anisaldehydedimethylacetal in 25 ml of toluene for 20 minutes. The reaction mixture is evaporated to remove the generated methanol. The mixture is stirred under heating for 1.5 hours and cooled. After the reaction mixture is condensed under reduced p... Run in C1(=CC=CC=C1)C (toluene), C1(=CC=CC=C1)C (toluene). As a reaction SMILES: [CH:1]1([C@H:4]([NH:12][C:13]([O:15][C:16]([CH3:19])([CH3:18])[CH3:17])=[O:14])[C@@H:5]([OH:11])[C:6]([O:8][CH2:9][CH3:10])=[O:7])[CH2:3][CH2:2]1.C1(C)C=CC(S([O-])(=O)=O)=CC=1.[NH+]1C=CC=CC=1.[CH3:37][O:38][C:39]1[CH:44]=[CH:43][C:42]([CH:45](OC)OC)=[CH:41][CH:40]=1.C(OCC)(=O)C>C1(C)C=CC=CC=1>[C:16]([O:15][C:13]([N:12]1[C@@H:4]([CH:1]2[CH2:3][CH2:2]2)[C@H:5]([C:6]([O:8][CH2:9][CH3:10])=[O:7])[O:11][CH:45]1[C:42]1[CH:43]=[CH:44][C:39]([O:38][CH3:37])=[CH:40][CH:41]=1)=[O:14])([CH3:18])([CH3:17])[CH3:19] |f:1.2|. Yield: 53.0%. Product: C(C)(C)(C)OC(=O)N1C(O[C@H]([C@@H]1C1CC1)C(=O)OCC)C1=CC=C(C=C1)OC (ethyl (4S,5R)-3-tert-butoxycarbonyl-2-(4-methoxyphenyl)-4-cyclopropyl-5-oxazolidinecarboxylate). Reactants: COC1=CC=C(C=C1)C(OC)OC (p-anisaldehydedimethylacetal), C(C)(=O)OCC (ethyl acetate), C1(CC1)[C@@H]([C@H](C(=O)OCC)O)NC(=O)OC(C)(C)C (ethyl (2R,3S)-3-cyclopropyl-3-tert-butoxycarbonylamino-2-hydroxypropionate), C1(=CC=C(C=C1)S(=O)(=O)[O-])C.[NH+]1=CC=CC=C1 (pyridinium p-toluenesulfonate). The reactants are C(C)(C)N1CCN(CC1)C(=O)C=1N=C(SC1)COC(C(C)(C)C)=O (2,2-Dimethyl-Propionic acid 4-(4-isopropyl-piperazine-1-carbonyl)-thiazol-2-ylmethyl ester), crude product, Cl.Cl.C(C)(C)N1CCNCC1 (1-isopropyl-piperazine dihydrochloride), ON1N=NC2=C1C=CC=C2 (1-hydroxybenzotriazole), CN1CCOCC1 (N-methylmorpholine), Cl.CN(CCCN=C=NCC)C (1-(3-Dimethylaminopropyl)-3-ethylcarbodiimide hydrochloride). The solvent is C(Cl)Cl (DCM). Reaction conditions: time 30 minute. Product: C(C)(C)N1CCN(CC1)C(=O)C=1N=C(SC1)CN1CCCCC1 ((4-Isopropyl-piperazin-1-yl)-(2-piperidin-1-ylmethyl-thiazol-4-yl)-methanone). The yield is 46.0%. Reaction SMILES: [CH:1]([N:4]1[CH2:9][CH2:8][N:7]([C:10]([C:12]2[N:13]=[C:14]([CH2:17]OC(=O)C(C)(C)C)[S:15][CH:16]=2)=[O:11])[CH2:6][CH2:5]1)([CH3:3])[CH3:2].Cl.Cl.C(N1CCNCC1)(C)C.O[N:37]1[C:41]2C=[CH:43][CH:44]=[CH:45][C:40]=2N=N1.CN1CCOCC1.Cl.CN(C)CCCN=C=NCC>C(Cl)Cl>[CH:1]([N:4]1[CH2:5][CH2:6][N:7]([C:10]([C:12]2[N:13]=[C:14]([CH2:17][N:37]3[CH2:43][CH2:44][CH2:45][CH2:40][CH2:41]3)[S:15][CH:16]=2)=[O:11])[CH2:8][CH2:9]1)([CH3:2])[CH3:3] |f:1.2.3,6.7|. Procedure: 2,2-Dimethyl-Propionic acid 4-(4-isopropyl-piperazine-1-carbonyl)-thiazol-2-ylmethyl ester. The crude product from Step A (6.42 g, 24.2 mmol), 1-isopropyl-piperazine dihydrochloride (5.36 g., 26.68 mmol) and 1-hydroxybenzotriazole (4.915 g., 36.38 mmol) were dissolved into a mixture of N-methylmorpholine (14.72 g., 101.20 mmol) and DCM (120 mL). The mixture was stirred for 30 min under nitrogen. 1-(3-Dimethylaminopropyl)-3-ethylcarbodiimide hydrochloride (6.97 g, 36.4 mmol) was added, and the re... Starting materials: FC1=CC(=C(C=C1)O)[N+](=O)[O-] (4-fluoro-2-nitrophenol), COC=1C=C2C=CC(=CC2=CC1)B(O)O ((6-methoxynaphthalen-2-yl)boronic acid), C(CCO)O (1,3-propanediol), FC(S(=O)(=O)OC1=C(C=C(C=C1)F)[N+](=O)[O-])(F)F (4-fluoro-2-nitrophenyl trifluoromethanesulfonate), S(=O)(=O)([O-])[O-].[Mg+2] (magnesium sulfate). Run in C(C)OCC (diethyl ether), O1CCCC1 (Tetrahydrofuran). Reaction conditions: time 2 hour. Yields the product FC1=CC(=C(C=C1)C1CC2=CC=C(C=C2CC1)OC)[N+](=O)[O-] (2-(4-fluoro-2-nitrophenyl)-6-methoxy-1,2,3,4-tetrahydronaphthalene). Isolated yield 64.4%. As a reaction SMILES: [F:1][C:2]1[CH:7]=[CH:6][C:5](O)=[C:4]([N+:9]([O-:11])=[O:10])[CH:3]=1.FC(F)(F)S(OC1C=CC(F)=CC=1[N+]([O-])=O)(=O)=O.[CH3:30][O:31][C:32]1[CH:33]=[C:34]2[C:39](=[CH:40][CH:41]=1)[CH:38]=[C:37](B(O)O)[CH:36]=[CH:35]2.C(O)CCO.S([O-])([O-])(=O)=O.[Mg+2]>C(OCC)C.O1CCCC1>[F:1][C:2]1[CH:7]=[CH:6][C:5]([CH:37]2[CH2:36][CH2:35][C:34]3[C:39](=[CH:40][CH:41]=[C:32]([O:31][CH3:30])[CH:33]=3)[CH2:38]2)=[C:4]([N+:9]([O-:11])=[O:10])[CH:3]=1 |f:4.5|. Procedure: Synthesized from 4-fluoro-2-nitrophenol (3.0 g) according to an analogous synthetic method to Preparation Example 80 described below, 4-fluoro-2-nitrophenyl trifluoromethanesulfonate (5.5 g) was obtained. To a suspension of (6-methoxynaphthalen-2-yl)boronic acid (2.5 g) in diethyl ether (60 ml) was added 1,3-propanediol (0.9 ml), and the solution was stirred for 2 hours at room temperature. Tetrahydrofuran and anhydrous magnesium sulfate were sequentially added thereto, the solution was stirred,... Starting materials: Br (hydrobromic acid), COC=1C=C(C=CC1)C(CC1N(CCC1)C)=O (1-(3-methoxyphenyl)-2-(1-methyl-2-pyrrolidinyl)ethanone). Solvent: C(C)(=O)O (acetic acid). Product: OC=1C=C(C=CC1)C(CC1N(CCC1)C)=O (1-(3-hydroxyphenyl)-2-(1-methyl-2-pyrrolidinyl)ethanone). As a reaction SMILES: C[O:2][C:3]1[CH:4]=[C:5]([C:9](=[O:17])[CH2:10][CH:11]2[CH2:15][CH2:14][CH2:13][N:12]2[CH3:16])[CH:6]=[CH:7][CH:8]=1.Br>C(O)(=O)C>[OH:2][C:3]1[CH:4]=[C:5]([C:9](=[O:17])[CH2:10][CH:11]2[CH2:15][CH2:14][CH2:13][N:12]2[CH3:16])[CH:6]=[CH:7][CH:8]=1. Procedure details: 40.5 of 1-(3-methoxyphenyl)-2-(1-methyl-2-pyrrolidinyl)ethanone are boiled under reflux for 6 hours with 180 ml of acetic acid and 180 ml of 47% hydrobromic acid. After concentration of the solution, the oily residue is brought to crystallization through treatment with 150 ml of hot ethanol. Cooling is allowed to take place, and 39.8 g (76% of theory) of the hydrobromide of the title compound is filtered off as greenish crystals: m.p. 165° to 168°. Starting materials: C1(CCCCC1)C1=CC=C(C(=O)N2CC=3N(CC4=C2C=CC=C4)C=CC3)C=C1 (10-(4-cyclohexyl-benzoyl)-10,11-dihydro-5H-pyrrolo[2,1-c][1,4]benzodiazepine), C=1(C(=CC=CC1)C)C (xylene), C(C)(C)(C)C1=CC=C(C(=O)Cl)C=C1 (4-tert-butylbenzoylchloride). Solvent: O (water). Product: C(C)(C)(C)C1=CC=C(C=C1)C(=O)C1=CC=C2CN(C3=C(CN21)C=CC=C3)C(C3=CC=C(C=C3)C3CCCCC3)=O ([4-(tert-Butyl)phenyl][10-(4-cyclohexyl-benzoyl)-10,11-dihydro-5H-pyrrolo[2,1-c][1,4]benzodiazepin-3-yl]methanone). Isolated yield 6.8%. RXN SMILES: [CH:1]1([C:7]2[CH:28]=[CH:27][C:10]([C:11]([N:13]3[C:19]4[CH:20]=[CH:21][CH:22]=[CH:23][C:18]=4[CH2:17][N:16]4[CH:24]=[CH:25][CH:26]=[C:15]4[CH2:14]3)=[O:12])=[CH:9][CH:8]=2)[CH2:6][CH2:5][CH2:4][CH2:3][CH2:2]1.C1(C)C(C)=CC=CC=1.[C:37]([C:41]1[CH:49]=[CH:48][C:44]([C:45](Cl)=[O:46])=[CH:43][CH:42]=1)([CH3:40])([CH3:39])[CH3:38]>O>[C:37]([C:41]1[CH:42]=[CH:43][C:44]([C:45]([C:24]2[N:16]3[C:15]([CH2:14][N:13]([C:11](=[O:12])[C:10]4[CH:27]=[CH:28][C:7]([CH:1]5[CH2:2][CH2:3][CH2:4][CH2:5][CH2:6]5)=[CH:8][CH:9]=4)[C:19]4[CH:20]=[CH:21][CH:22]=[CH:23][C:18]=4[CH2:17]3)=[CH:26][CH:25]=2)=[O:46])=[CH:48][CH:49]=1)([CH3:40])([CH3:38])[CH3:39]. Reported procedure: A mixture of 10-(4-cyclohexyl-benzoyl)-10,11-dihydro-5H-pyrrolo[2,1-c][1,4]benzodiazepine of Example 4 (1.85 g), dry xylene (25 mL) and 4-tert-butylbenzoylchloride (1.97 g) was refluxed overnight. The reaction mixture was poured into water, washed with saturated aqueous sodium bicarbonate, dried over anhydrous sodium sulfate and filtered through a short column of Magnesol®. After eluting with several additional volumes of dichloromethane, the combined eluate was refluxed with the gradual additio...